From a dataset of the Open Reaction Database (ORD), a public repository of structured organic reaction records. describe an organic reaction: reactants, conditions, products, and yield Reactants: [Si](C)(C)(C(C)(C)C)OC(CCCCCCC1=CC=CC=C1)C=1OC(=CN1)C1=CC=C(C(=O)OC)C=C1 (Methyl 4-(2-(1-(tert-butyldimethylsilyloxy)-7-phenylheptyl)oxazol-5-yl)benzoate), [Si](C)(C)(C(C)(C)C)OC(CCCCCCC1=CC=CC=C1)C=1OC(=CN1)[Sn](CCCC)(CCCC)CCCC (2-(1-(tert-butyldimethylsilyloxy)-7-phenylheptyl)-5-(tributylstannyl)oxazole), BrC1=CC=C(C(=O)OC)C=C1 (methyl 4-bromobenzoate). Product: EtOAc hexanes, C1(=CC=CC=C1)CCCCCCC(=O)C=1OC(=CN1)C1=CC=C(C(=O)OC)C=C1 (Methyl 4-(2-(7-phenylheptanoyl)oxazol-5-yl)benzoate). Yield: 68.0%. As a reaction SMILES: [Si]([O:8][CH:9]([C:22]1[O:23][C:24]([C:27]2[CH:36]=[CH:35][C:30]([C:31]([O:33][CH3:34])=[O:32])=[CH:29][CH:28]=2)=[CH:25][N:26]=1)[CH2:10][CH2:11][CH2:12][CH2:13][CH2:14][CH2:15][C:16]1[CH:21]=[CH:20][CH:19]=[CH:18][CH:17]=1)(C(C)(C)C)(C)C.[Si](OC(C1OC([Sn](CCCC)(CCCC)CCCC)=CN=1)CCCCCCC1C=CC=CC=1)(C(C)(C)C)(C)C.BrC1C=CC(C(OC)=O)=CC=1>>[C:16]1([CH2:15][CH2:14][CH2:13][CH2:12][CH2:11][CH2:10][C:9]([C:22]2[O:23][C:24]([C:27]3[CH:36]=[CH:35][C:30]([C:31]([O:33][CH3:34])=[O:32])=[CH:29][CH:28]=3)=[CH:25][N:26]=2)=[O:8])[CH:21]=[CH:20][CH:19]=[CH:18][CH:17]=1. Reported procedure: Methyl 4-(2-(1-(tert-butyldimethylsilyloxy)-7-phenylheptyl)oxazol-5-yl)benzoate. The title compound was prepared from 2-(1-(tert-butyldimethylsilyloxy)-7-phenylheptyl)-5-(tributylstannyl)oxazole (85 mg, 0.128 mmol) and methyl 4-bromobenzoate following General Procedure A. Flash chromatography (2-10% EtOAc/hexanes) yielded the title compound as a clear oil (44 mg, 68%): 1H NMR (CDCl3, 500 MHz) δ 8.17 (d, 2H, J=8.5 Hz), 7.77 (d, 2H, J=8.5 Hz), 7.47 (s, 1H), 7.36-7.33 (m, 2H), 7.26-7.23 (m, 3H), 4.... The reactants are CC=1CS[C@H]2N(C1C(=O)O)C([C@H]2NC(COC2=CC=CC=C2)=O)=O (3-Methyl-7β-phenoxyacetamido ceph-3-em-4-carboxylic acid), C1(=CC=CC=C1)C(C1=CC=CC=C1)N (diphenylmethylamine), N(=O)OC(C)C (isopropyl nitrite). The solvent is C(C)#N (acetonitrile). Product: CC=1CS[C@H]2N(C1C(=O)OC(C1=CC=CC=C1)C1=CC=CC=C1)C([C@H]2NC(COC2=CC=CC=C2)=O)=O (Diphenylmethyl 3-methyl-7β-phenoxyacetamidoceph-3-em-4-carboxylate). RXN SMILES: [CH3:1][C:2]1[CH2:3][S:4][C@@H:5]2[C@H:12]([NH:13][C:14](=[O:23])[CH2:15][O:16][C:17]3[CH:22]=[CH:21][CH:20]=[CH:19][CH:18]=3)[C:11](=[O:24])[N:6]2[C:7]=1[C:8]([OH:10])=[O:9].[C:25]1([CH:31](N)[C:32]2[CH:37]=[CH:36][CH:35]=[CH:34][CH:33]=2)[CH:30]=[CH:29][CH:28]=[CH:27][CH:26]=1.N(OC(C)C)=O>C(#N)C>[CH3:1][C:2]1[CH2:3][S:4][C@@H:5]2[C@H:12]([NH:13][C:14](=[O:23])[CH2:15][O:16][C:17]3[CH:18]=[CH:19][CH:20]=[CH:21][CH:22]=3)[C:11](=[O:24])[N:6]2[C:7]=1[C:8]([O:10][CH:31]([C:25]1[CH:30]=[CH:29][CH:28]=[CH:27][CH:26]=1)[C:32]1[CH:37]=[CH:36][CH:35]=[CH:34][CH:33]=1)=[O:9]. Reported procedure: 3-Methyl-7β-phenoxyacetamido ceph-3-em-4-carboxylic acid (3.48 g., 10 m. moles), diphenylmethylamine (3.20 g., 17.5 m. moles) and isopropyl nitrite (3.12 g., 35 m. moles) were heated at 35° over 2 hours in acetonitrile (50 ml). The solvent was removed in vacuo, replaced by ethyl acetate (50 ml) and washed as described in example 7. The organic residue was crystallised from hot isopropanol (30 ml) to yield the title ester (4.25 g., 82.6% based on the input acid) m.pt. 155°, pure by t.l.c. Reaction SMILES: [C:1]([CH3:2])([CH3:3])([CH3:4])[O:5][C:6](=[O:7])[N:8]1[CH2:9][CH2:10][CH:11]([O:14][c:15]2[cH:16][cH:17][c:18]([NH:19][CH2:20][c:21]3[cH:22][cH:23][c:24]4[cH:25][cH:26][c:27]([C:31]#[N:32])[cH:28][c:29]4[cH:30]3)[cH:33][cH:34]2)[CH2:12][CH2:13]1.[CH2:35]([CH3:36])[N:37]=[C:38]=[O:39].[Cl:40][CH2:41][Cl:42]>>[C:1]([CH3:2])([CH3:3])([CH3:4])[O:5][C:6](=[O:7])[N:8]1[CH2:9][CH2:10][CH:11]([O:14][c:15]2[cH:16][cH:17][c:18]([N:19]([CH2:20][c:21]3[cH:22][cH:23][c:24]4[cH:25][cH:26][c:27]([C:31]#[N:32])[cH:28][c:29]4[cH:30]3)[C:38]([NH:37][CH2:35][CH3:36])=[O:39])[cH:33][cH:34]2)[CH2:12][CH2:13]1. Reactants: CC(C)(C)OC(=O)N1CCC(Oc2ccc(NCc3ccc4ccc(C#N)cc4c3)cc2)CC1, CCN=C=O, ClCCl. Yields the product CCNC(=O)N(Cc1ccc2ccc(C#N)cc2c1)c1ccc(OC2CCN(C(=O)OC(C)(C)C)CC2)cc1.